This data is from the Open Reaction Database (ORD), a public repository of structured organic reaction records. The task is: describe an organic reaction: reactants, conditions, products, and yield Reactants: O=P(Cl)(Cl)Cl (POCl3), ClCCC(CC1=CC=C(C=C1)C)=O (4-chloro-1-(4-methylphenyl)butanone), CN(C)C=O (DMF). Reaction conditions: temperature 50 celsius, time 45 minute. The product is ClC(=C(C=O)CCCl)C1=CC=C(C=C1)C (3-chloro-2-(2-chloroethyl)-3-(4-methylphenyl)prop-2-en-1-al). As a reaction SMILES: O=P(Cl)(Cl)[Cl:3].[Cl:6][CH2:7][CH2:8][C:9](=O)[CH2:10][C:11]1[CH:16]=[CH:15][C:14]([CH3:17])=[CH:13][CH:12]=1.CN([CH:22]=[O:23])C>>[Cl:3][C:10]([C:11]1[CH:16]=[CH:15][C:14]([CH3:17])=[CH:13][CH:12]=1)=[C:9]([CH2:8][CH2:7][Cl:6])[CH:22]=[O:23]. Procedure details: 390 ml of POCl3 are introduced dropwise, at a temperature of between 7° and 12° C., into a solution of 352.5 g of 4-chloro-1-(4-methylphenyl)butanone, prepared above according to Example 12a), in 450 ml of DMF. The temperature is raised gradually, in the first instance to 50° C. over 2 h and then to 75° C. over 45 min. The mixture is poured on to ice and extracted three times with ether and the organic phases are combined, washed with water and then dried and evaporated to give 387.8 g of 3-chlo... The reactants are Br, Br, CC(=O)O, COC(=O)c1ccc(C(C)=O)cc1, CO, O. Product: COC(=O)c1ccc(C(=O)CBr)cc1. RXN SMILES: [Br:14].[BrH:22].[C:18]([OH:19])(=[O:20])[CH3:21].[C:1]([CH3:2])(=[O:3])[c:4]1[cH:5][cH:6][c:7]([C:8](=[O:9])[O:10][CH3:11])[cH:12][cH:13]1.[CH3:15][OH:16].[OH2:17]>>[C:1]([CH2:2][Br:22])(=[O:3])[c:4]1[cH:5][cH:6][c:7]([C:8](=[O:9])[O:10][CH3:11])[cH:12][cH:13]1.